This data is from the Open Reaction Database (ORD), a public repository of structured organic reaction records. The task is: describe an organic reaction: reactants, conditions, products, and yield Reactants: C(=O)OC1=C(C=CC(=C1)Br)OC[C@@H]1OC1 (5-bromo-2-[(2R)-oxiran-2-ylmethoxy]phenyl formate), [OH-].[K+] (KOH). Solvent: O1CCOCC1 (dioxane). Conditions: time 1 hour. Yields the product BrC=1C=CC2=C(O[C@H](CO2)CO)C1 ([(2S)-7-BROMO-2,3-DIHYDRO-1,4-BENZODIOXIN-2-YL]METHANOL). As a reaction SMILES: C([O:3][C:4]1[CH:9]=[C:8]([Br:10])[CH:7]=[CH:6][C:5]=1[O:11][CH2:12][C@H:13]1[CH2:15][O:14]1)=O.[OH-].[K+]>O1CCOCC1>[Br:10][C:8]1[CH:7]=[CH:6][C:5]2[O:11][CH2:12][C@H:13]([CH2:15][OH:14])[O:3][C:4]=2[CH:9]=1 |f:1.2|. Procedure details: Preparation according to Preparation 8 using 5-bromo-2-[(2R)-oxiran-2-ylmethoxy]phenyl formate (7.0 g, 25 mmol), dioxane (30 ml) and KOH (10%, 15 ml), stirred for 1 h. Purification on flash column chromatography (Isooctane/EtOAc). Crude yield: 3.7 g. MS m/z (rel. intensity, 70 eV) 245 (M+, 97) 244 (M+, bp), 189 (48), 188 (50) 79 (39). RXN SMILES: [CH3:40][C:41](=[O:42])[OH:43].[F:2][c:3]1[cH:4][c:5]([N+:37]([O-:38])=[O:39])[c:6]([O:7][c:8]2[c:9]([O:16][CH2:17][C:18](=[O:19])[O:20][CH3:21])[n:10][c:11]([O:14][CH3:15])[cH:12][cH:13]2)[cH:22][c:23]1-[n:24]1[c:25](=[O:36])[n:26]([CH3:35])[c:27]([C:31]([F:32])([F:33])[F:34])[cH:28][c:29]1=[O:30].[Fe:44].[OH2:1]>>[F:2][c:3]1[cH:4][c:5]([NH2:37])[c:6]([O:7][c:8]2[c:9]([O:16][CH2:17][C:18](=[O:19])[O:20][CH3:21])[n:10][c:11]([O:14][CH3:15])[cH:12][cH:13]2)[cH:22][c:23]1-[n:24]1[c:25](=[O:36])[n:26]([CH3:35])[c:27]([C:31]([F:32])([F:33])[F:34])[cH:28][c:29]1=[O:30]. Reactants: CC(=O)O, COC(=O)COc1nc(OC)ccc1Oc1cc(-n2c(=O)cc(C(F)(F)F)n(C)c2=O)c(F)cc1[N+](=O)[O-], [Fe], O. The product is COC(=O)COc1nc(OC)ccc1Oc1cc(-n2c(=O)cc(C(F)(F)F)n(C)c2=O)c(F)cc1N. Starting materials: O.NN (hydrazine hydrate), ClC1=C(C=CC=C1)C(C1=C(C=CC(=C1)F)N1C(=NN=C1CN1C(C=2C(C1=O)=CC=CC2)=O)CN(C)C)=O (2'-chloro-5-fluoro-2-[3[(dimethylamino)methyl]-5-(phthalimidomethyl)-4H-1,2,4-triazol-4-yl]benzophenone). Run in C(C)O (ethanol). Product: FC=1C=CC2=C(C(=NCC=3N2C(=NN3)CN(C)C)C3=C(C=CC=C3)Cl)C1 (8-fluoro-1[(dimethylamino)methyl]-6-(o-chlorophenyl)-4H-s-triazolo[4,3-a][1,4]benzodiazepine). RXN SMILES: [Cl:1][C:2]1[CH:7]=[CH:6][CH:5]=[CH:4][C:3]=1[C:8](=O)[C:9]1[CH:14]=[C:13]([F:15])[CH:12]=[CH:11][C:10]=1[N:16]1[C:20]([CH2:21][N:22]2C(=O)C3=CC=CC=C3C2=O)=[N:19][N:18]=[C:17]1[CH2:33][N:34]([CH3:36])[CH3:35].O.NN>C(O)C>[F:15][C:13]1[CH:12]=[CH:11][C:10]2[N:16]3[C:17]([CH2:33][N:34]([CH3:35])[CH3:36])=[N:18][N:19]=[C:20]3[CH2:21][N:22]=[C:8]([C:3]3[CH:4]=[CH:5][CH:6]=[CH:7][C:2]=3[Cl:1])[C:9]=2[CH:14]=1 |f:1.2|. Procedure: In the manner given in Example 27, 2'-chloro-5-fluoro-2-[3[(dimethylamino)methyl]-5-(phthalimidomethyl)-4H-1,2,4-triazol-4-yl]benzophenone is heated in ethanol with hydrazine hydrate to give 8-fluoro-1[(dimethylamino)methyl]-6-(o-chlorophenyl)-4H-s-triazolo[4,3-a][1,4]benzodiazepine. The reactants are COC(=O)Cc1ccccc1Br, CCOC(C)=O, COc1ccc(B(O)O)cn1, COCCOC, [Cs+], [F-], O, c1ccc(P(c2ccccc2)(c2ccccc2)[Pd](P(c2ccccc2)(c2ccccc2)c2ccccc2)(P(c2ccccc2)(c2ccccc2)c2ccccc2)P(c2ccccc2)(c2ccccc2)c2ccccc2)cc1. Yields the product COC(=O)Cc1ccccc1-c1ccc(OC)nc1. Reaction SMILES: [Br:1][c:2]1[c:3]([CH2:8][C:9](=[O:10])[O:11][CH3:12])[cH:4][cH:5][cH:6][cH:7]1.[CH3:109][CH2:110][O:111][C:112](=[O:113])[CH3:114].[CH3:13][O:14][c:15]1[cH:16][cH:17][c:18]([B:21]([OH:22])[OH:23])[cH:19][n:20]1.[CH3:26][O:27][CH2:28][CH2:29][O:30][CH3:31].[Cs+:25].[F-:24].[OH2:115].[cH:32]1[cH:33][cH:34][c:35]([P:36]([Pd:37]([P:38]([c:39]2[cH:40][cH:41][cH:42][cH:43][cH:44]2)([c:45]2[cH:46][cH:47][cH:48][cH:49][cH:50]2)[c:51]2[cH:52][cH:53][cH:54][cH:55][cH:56]2)([P:57]([c:58]2[cH:59][cH:60][cH:61][cH:62][cH:63]2)([c:64]2[cH:65][cH:66][cH:67][cH:68][cH:69]2)[c:70]2[cH:71][cH:72][cH:73][cH:74][cH:75]2)[P:76]([c:77]2[cH:78][cH:79][cH:80][cH:81][cH:82]2)([c:83]2[cH:84][cH:85][cH:86][cH:87][cH:88]2)[c:89]2[cH:90][cH:91][cH:92][cH:93][cH:94]2)([c:95]2[cH:96][cH:97][cH:98][cH:99][cH:100]2)[c:101]2[cH:102][cH:103][cH:104][cH:105][cH:106]2)[cH:107][cH:108]1>>[c:2]1(-[c:18]2[cH:17][cH:16][c:15]([O:14][CH3:13])[n:20][cH:19]2)[c:3]([CH2:8][C:9](=[O:10])[O:11][CH3:12])[cH:4][cH:5][cH:6][cH:7]1. Starting materials: FC(OC=1C=C(C=CC1)N1CCNC(CC1)=O)(F)F (1-(3-trifluoromethoxy-phenyl)-[1,4]diazepan-5-one), COC(C(CCCBr)Br)=O ((rac)-2,5-dibromo-pentanoic acid methyl ester). Yields the product COC(C(CCCBr)N1CCN(CCC1=O)C1=CC(=CC=C1)OC(F)(F)F)=O ((rac)-5-Bromo-2-[7-oxo-4-(3-trifluoromethoxy-phenyl)-[1,4]diazepan-1-yl]-pentanoic acid methyl ester). Yield: 92.0%. As a reaction SMILES: [F:1][C:2]([F:19])([F:18])[O:3][C:4]1[CH:5]=[C:6]([N:10]2[CH2:16][CH2:15][C:14](=[O:17])[NH:13][CH2:12][CH2:11]2)[CH:7]=[CH:8][CH:9]=1.[CH3:20][O:21][C:22](=[O:29])[CH:23](Br)[CH2:24][CH2:25][CH2:26][Br:27]>>[CH3:20][O:21][C:22](=[O:29])[CH:23]([N:13]1[C:14](=[O:17])[CH2:15][CH2:16][N:10]([C:6]2[CH:7]=[CH:8][CH:9]=[C:4]([O:3][C:2]([F:1])([F:18])[F:19])[CH:5]=2)[CH2:11][CH2:12]1)[CH2:24][CH2:25][CH2:26][Br:27]. Procedure: In analogy to the procedure described in example 15B, 1-(3-trifluoromethoxy-phenyl)-[1,4]diazepan-5-one and (rac)-2,5-dibromo-pentanoic acid methyl ester gave the title compound in 92% yield as colorless oil. MS: 469.1 (1Br, MH+). The reactants are C(C)OC(CC=1C(=NN(C1CC)C1=NC=CC=C1)CC)=O ((3,5-diethyl-1-pyridin-2-yl-1H-pyrazol-4-yl)-acetic acid ethyl ester), [H-].C(C(C)C)[Al+]CC(C)C (diisobutyl-aluminum hydride). Run in O1CCCC1 (tetrahydrofuran). Run at temperature -78 celsius, time 2.5 hour. The product is C(C)C1=NN(C(=C1CCO)CC)C1=NC=CC=C1 (2-(3,5-diethyl-1-pyridin-2-yl-1H-pyrazol-4-yl)-ethanol). The yield is 65.0%. Reaction SMILES: C([O:3][C:4](=O)[CH2:5][C:6]1[C:7]([CH2:19][CH3:20])=[N:8][N:9]([C:13]2[CH:18]=[CH:17][CH:16]=[CH:15][N:14]=2)[C:10]=1[CH2:11][CH3:12])C.[H-].C([Al+]CC(C)C)C(C)C>O1CCCC1>[CH2:19]([C:7]1[C:6]([CH2:5][CH2:4][OH:3])=[C:10]([CH2:11][CH3:12])[N:9]([C:13]2[CH:18]=[CH:17][CH:16]=[CH:15][N:14]=2)[N:8]=1)[CH3:20] |f:1.2|. Procedure: Dissolve (3,5-diethyl-1-pyridin-2-yl-1H-pyrazol-4-yl)-acetic acid ethyl ester (0.54 g, 1.88 mmol) in tetrahydrofuran (20 mL) and cool to −78° C. Add diisobutyl-aluminum hydride (7.52 mL, 7.52 mmol, 1 M in toluene) dropwise and continue to stir for 2.5 hr. Warm to room temperature over 1 hr. then quench with saturated aqueous potassium sodium tartrate solution (50 mL). Add ethyl acetate (100 mL) and stir at room temperature for 16 hr. Separate the organic layer, dry (sodium sulfate), filter and c... Reactants: COC(=O)C(C)(C)c1ccc(C#Cc2cc(C3CC3)c3c(c2)C(C)(C)CC2(CC2)O3)cc1, CO, [Na+], [OH-]. Product: CC1(C)CC2(CC2)Oc2c(C3CC3)cc(C#Cc3ccc(C(C)(C)C(=O)O)cc3)cc21. As a reaction SMILES: [CH3:1][O:2][C:3]([C:4]([CH3:5])([CH3:6])[c:7]1[cH:8][cH:9][c:10]([C:13]#[C:14][c:15]2[cH:16][c:17]([CH:29]3[CH2:30][CH2:31]3)[c:18]3[c:19]([cH:28]2)[C:20]([CH3:26])([CH3:27])[CH2:21][C:22]2([O:23]3)[CH2:24][CH2:25]2)[cH:11][cH:12]1)=[O:32].[CH3:35][OH:36].[Na+:34].[OH-:33]>>[O:2]=[C:3]([C:4]([CH3:5])([CH3:6])[c:7]1[cH:8][cH:9][c:10]([C:13]#[C:14][c:15]2[cH:16][c:17]([CH:29]3[CH2:30][CH2:31]3)[c:18]3[c:19]([cH:28]2)[C:20]([CH3:26])([CH3:27])[CH2:21][C:22]2([O:23]3)[CH2:24][CH2:25]2)[cH:11][cH:12]1)[OH:32]. Product: O=C(O)C=Cc1ccccc1. Reactants: Cl, [Li+], C1CCOC1, [OH-], O, COC(=O)C=Cc1ccccc1. Reaction SMILES: [ClH:15].[Li+:13].[O:16]1[CH2:17][CH2:18][CH2:19][CH2:20]1.[OH-:14].[OH2:21].[c:1]1([CH:7]=[CH:8][C:9](=[O:10])[O:11][CH3:12])[cH:2][cH:3][cH:4][cH:5][cH:6]1>>[c:1]1([CH:7]=[CH:8][C:9](=[O:10])[OH:11])[cH:2][cH:3][cH:4][cH:5][cH:6]1. The reactants are NC=1N=CC(=NC1)C1=C(C=C(C=C1)C=1C(=CC=CC1)S)F (4′-(5-aminopyrazin-2-yl)-3′-fluoro-[1,1′-biphenyl]-2-thiol), ClC1=NC=CN=C1 (2-chloropyrazine). Yields the product Cl.FC=1C=C(C=CC1C=1N=CC(=NC1)N)C1=C(C=CC=C1)SC1=NC=CN=C1 (5-[3-Fluoro-2′-(pyrazin-2-ylsulfanyl)biphenyl-4-yl]pyrazin-2-amine hydrochloride). As a reaction SMILES: [NH2:1][C:2]1[N:3]=[CH:4][C:5]([C:8]2[CH:13]=[CH:12][C:11]([C:14]3[C:15]([SH:20])=[CH:16][CH:17]=[CH:18][CH:19]=3)=[CH:10][C:9]=2[F:21])=[N:6][CH:7]=1.[Cl:22][C:23]1[CH:28]=[N:27][CH:26]=[CH:25][N:24]=1>>[ClH:22].[F:21][C:9]1[CH:10]=[C:11]([C:14]2[CH:19]=[CH:18][CH:17]=[CH:16][C:15]=2[S:20][C:23]2[CH:28]=[N:27][CH:26]=[CH:25][N:24]=2)[CH:12]=[CH:13][C:8]=1[C:5]1[N:6]=[CH:7][C:2]([NH2:1])=[N:3][CH:4]=1 |f:2.3|. Procedure: The title compound was prepared using analogous conditions to those described in Example 213 utilizing 4′-(5-aminopyrazin-2-yl)-3′-fluoro-[1,1′-biphenyl]-2-thiol and 2-chloropyrazine. MS (ESI): mass calcd. for C20H14FN5S, 375.10; m/z found, 375.9 [M+H]+. 1H NMR (400 MHz, CD3OD) δ 8.26-8.24 (m, 3H), 8.18 (d, J=2.6, 1H), 8.08 (d, J=1.4, 1H), 7.84 (m, 1H), 7.77-7.69 (m, 1H), 7.64-7.55 (m, 1H), 7.55-7.46 (m, 2H), 7.27-7.14 (m, 2H). Starting materials: [N+](=O)([O-])C=1C=C2CCCN3C2=C(C1)C1=C3C(CCCC1)=O (2-nitro-8-oxo-5,6,9,10,11,12-hexahydro-4H,8H-cyclohepta[4,5]pyrrolo[3,2,1-ij]quinoline), [H-].[H-].[H-].[H-].[Li+].[Al+3] (LiAlH4). Solvent: O1CCOCC1 (dioxane), O1CCOCC1 (dioxane). Yields the product C1=C(C=C2CCCN3C2=C1C1=C3CCCCC1)N (5,6,9,10,11,12-hexahydro-4H,8H-cyclohepta[4,5]pyrrolo[3,2,1-ij]quinolin-2-amine). The yield is 76.3%. As a reaction SMILES: [N+:1]([C:4]1[CH:5]=[C:6]2[C:11]3=[C:12]([C:14]4[CH2:20][CH2:19][CH2:18][CH2:17][C:16](=O)[C:15]=4[N:10]3[CH2:9][CH2:8][CH2:7]2)[CH:13]=1)([O-])=O.[H-].[H-].[H-].[H-].[Li+].[Al+3]>O1CCOCC1>[CH:13]1[C:12]2[C:14]3[CH2:20][CH2:19][CH2:18][CH2:17][CH2:16][C:15]=3[N:10]3[C:11]=2[C:6]([CH2:7][CH2:8][CH2:9]3)=[CH:5][C:4]=1[NH2:1] |f:1.2.3.4.5.6|. Reported procedure: A solution of 2-nitro-8-oxo-5,6,9,10,11,12-hexahydro-4H,8H-cyclohepta[4,5]pyrrolo[3,2,1-ij]quinoline (0.17 g, 0.60 mmol; prepared in Example 23, Step 1) in dioxane (5 mL) is added dropwise to a refluxing slurry of LiAlH4 (0.24 g, 6 mmol) in dioxane (20 mL). The reaction mixture was refluxed overnight. After cooling to ambient temperature, the mixture was poured onto ice water and extracted with ethyl acetate. The combined organic extracts were dried over MgSO4 and concentrated to give 0.11 g of ...